Task: describe an organic reaction: reactants, conditions, products, and yield. Dataset: the Open Reaction Database (ORD), a public repository of structured organic reaction records The reactants are CCO, C=C(c1ccccc1)c1ccc(N)c([N+](=O)[O-])c1, O. Product: C=C(c1ccccc1)c1ccc(N)c(N)c1. Reaction SMILES: [CH3:19][CH2:20][OH:21].[NH2:1][c:2]1[c:3]([N+:16]([O-:17])=[O:18])[cH:4][c:5]([C:8](=[CH2:9])[c:10]2[cH:11][cH:12][cH:13][cH:14][cH:15]2)[cH:6][cH:7]1.[OH2:22]>>[NH2:1][c:2]1[c:3]([NH2:16])[cH:4][c:5]([C:8](=[CH2:9])[c:10]2[cH:11][cH:12][cH:13][cH:14][cH:15]2)[cH:6][cH:7]1. Starting materials: ice, [Cl-].[NH4+] (ammonium chloride), N=1CCCN2C1C(C=1C=CC=CC21)=O (3,4-dihydropyrimido[1,2-a]indol-10(2H)-one), Grignard reagent, BrCCCCOC (4-bromo-1-methoxy-butane), [Mg] (magnesium). Solvent: ClCCCl (1,2-dichloroethane), CCOCC (Ether). Run at temperature 0 celsius, time 1 hour. Yields the product OC1(C=2N(C=3C=CC=CC13)CCCN2)CCCCOC (10-Hydroxy-10-(4-methoxybutyl)-2,3,4,10-tetrahydropyrimido[1,2-a]indole). As a reaction SMILES: Br[CH2:2][CH2:3][CH2:4][CH2:5][O:6][CH3:7].[Mg].[N:9]1[CH2:10][CH2:11][CH2:12][N:13]2[C:21]3[CH:20]=[CH:19][CH:18]=[CH:17][C:16]=3[C:15](=[O:22])[C:14]=12.[Cl-].[NH4+]>ClCCCl.CCOCC>[OH:22][C:15]1([CH2:2][CH2:3][CH2:4][CH2:5][O:6][CH3:7])[C:16]2[CH:17]=[CH:18][CH:19]=[CH:20][C:21]=2[N:13]2[CH2:12][CH2:11][CH2:10][N:9]=[C:14]12 |f:3.4|. Procedure: Ether (60 ml) and 4-bromo-1-methoxy-butane (10.2 g) were added to magnesium turnings (1.46 g). After formation of the Grignard reagent, the mixture was cooled to 0° and 3,4-dihydropyrimido[1,2-a]indol-10(2H)-one (3.72 g) in dry 1,2-dichloroethane (20 ml) added dropwise over 20 minutes. The solution was stirred under argon at 0° C. for 1 hour, poured onto a swirling mixture of ice (100 ml) and saturated aqueous ammonium chloride (60 ml) and the mixture was stirred for a further 20 minutes. The mi... Starting materials: CCOc1cnc2[nH]cc(NC(=O)C3CC3)c2c1F, CCCCO, CC(C)(C)OC(=O)NC1CCCNC1. Yields the product CCOc1cnc2[nH]cc(NC(=O)C3CC3)c2c1N1CCCC(NC(=O)OC(C)(C)C)C1. Reaction SMILES: [CH2:15]([CH3:16])[O:17][c:18]1[c:19]([F:33])[c:20]2[c:21]([n:22][cH:23]1)[nH:24][cH:25][c:26]2[NH:27][C:28](=[O:29])[CH:30]1[CH2:31][CH2:32]1.[CH2:34]([OH:35])[CH2:36][CH2:37][CH3:38].[NH:1]1[CH2:2][CH:3]([NH:7][C:8]([O:9][C:10]([CH3:11])([CH3:12])[CH3:13])=[O:14])[CH2:4][CH2:5][CH2:6]1>>[N:1]1([c:19]2[c:18]([O:17][CH2:15][CH3:16])[cH:23][n:22][c:21]3[c:20]2[c:26]([NH:27][C:28](=[O:29])[CH:30]2[CH2:31][CH2:32]2)[cH:25][nH:24]3)[CH2:2][CH:3]([NH:7][C:8]([O:9][C:10]([CH3:11])([CH3:12])[CH3:13])=[O:14])[CH2:4][CH2:5][CH2:6]1. The reactants are CC=1C=C(C=C(C1)B1OC(C(O1)(C)C)(C)C)NC1=NC=CC(=N1)C(F)(F)F (N-[3-methyl-5-(4,4,5,5-tetramethyl-1,3,2-dioxaborolan-2-yl)phenyl]-4-(trifluoromethyl)pyrimidin-2-amine), CC=1C=C(C=C(C1)B1OC(C(O1)(C)C)(C)C)NC1=NC=CC(=N1)C(F)(F)F (N-[3-methyl-5-(4,4,5,5-tetramethyl-1,3,2-dioxaborolan-2-yl)phenyl]-4-(trifluoromethyl)pyrimidin-2-amine), BrC1=CN=C(S1)C1(CCCCC1)C#N (1-(5-bromo-1,3-thiazol-2-yl)cyclohexanecarbonitrile), C([O-])([O-])=O.[Cs+].[Cs+] (cesium carbonate), CC(C)C1=CC(=C(C(=C1)C(C)C)C2=C(C=CC=C2)P(C3CCCCC3)C4CCCCC4)C(C)C (X-Phos). Reagents/catalysts: C=1C=CC(=CC1)/C=C/C(=O)/C=C/C2=CC=CC=C2.C=1C=CC(=CC1)/C=C/C(=O)/C=C/C2=CC=CC=C2.C=1C=CC(=CC1)/C=C/C(=O)/C=C/C2=CC=CC=C2.[Pd].[Pd] (Pd2(dba)3). The solvent is CCOC(=O)C (EtOAc). Procedure details: N-[3-methyl-5-(4,4,5,5-tetramethyl-1,3,2-dioxaborolan-2-yl)phenyl]-4-(trifluoromethyl)pyrimidin-2-amine (INTERMEDIATE 3, 134 mg, 0.35 mmol), the compound from Step 2 (96 mg, 0.35 mmol), cesium carbonate (346 mg, 1.06 mmol), X-Phos (16.9 mg, 0.035 mmol) and Pd2(dba)3 (16.2 mg, 0.018 mmol) were placed in a flask and evacuated/purged with N2 for three times. Dioxane (1.5 mL) and water (0.15 mL) were degassed by undersurface N2 bubbling and added to the reaction vessel. The resulting reaction mixtur... Conditions: temperature 100 celsius, time 5 hour. Reaction SMILES: [CH3:1][C:2]1[CH:3]=[C:4]([NH:17][C:18]2[N:23]=[C:22]([C:24]([F:27])([F:26])[F:25])[CH:21]=[CH:20][N:19]=2)[CH:5]=[C:6](B2OC(C)(C)C(C)(C)O2)[CH:7]=1.Br[C:29]1[S:33][C:32]([C:34]2([C:40]#[N:41])[CH2:39][CH2:38][CH2:37][CH2:36][CH2:35]2)=[N:31][CH:30]=1.C(=O)([O-])[O-].[Cs+].[Cs+].CC(C1C=C(C(C)C)C(C2C=CC=CC=2P(C2CCCCC2)C2CCCCC2)=C(C(C)C)C=1)C>CCOC(C)=O.C1C=CC(/C=C/C(/C=C/C2C=CC=CC=2)=O)=CC=1.C1C=CC(/C=C/C(/C=C/C2C=CC=CC=2)=O)=CC=1.C1C=CC(/C=C/C(/C=C/C2C=CC=CC=2)=O)=CC=1.[Pd].[Pd]>[CH3:1][C:2]1[CH:7]=[C:6]([C:29]2[S:33][C:32]([C:34]3([C:40]#[N:41])[CH2:39][CH2:38][CH2:37][CH2:36][CH2:35]3)=[N:31][CH:30]=2)[CH:5]=[C:4]([NH:17][C:18]2[N:23]=[C:22]([C:24]([F:27])([F:25])[F:26])[CH:21]=[CH:20][N:19]=2)[CH:3]=1 |f:2.3.4,7.8.9.10.11|. Isolated yield 82.6%. The product is CC=1C=C(C=C(C1)NC1=NC=CC(=N1)C(F)(F)F)C1=CN=C(S1)C1(CCCCC1)C#N (1-[5-(3-methyl-5-{[4-(trifluoromethyl)pyrimidin-2-yl]amino}phenyl)-1,3-thiazol-2-yl]cyclohexanecarbonitrile). Reactants: C(C)(C)(C)C1=CC(=C(C=N1)C=1N([C@]([C@](N1)(C)C1=CC=C(C=C1)Cl)(C)C1=CC=C(C=C1)Cl)C(=O)N1CCN(CC1)CC(=O)O)OCC ({4-[(4S,5R)-2-(6-tert-Butyl-4-ethoxy-pyridin-3-yl)-4,5-bis-(4-chloro-phenyl)-4,5-dimethyl-4,5-dihydro-imidazole-1-carbonyl]-piperazin-1-yl}-acetic acid), NCC1=NC=CC=C1 (2-(Aminomethyl)pyridine). Yields the product C(C)(C)(C)C1=CC(=C(C=N1)C=1N([C@]([C@](N1)(C)C1=CC=C(C=C1)Cl)(C)C1=CC=C(C=C1)Cl)C(=O)N1CCN(CC1)CC(=O)NCC1=NC=CC=C1)OCC (2-{4-[(4S,5R)-2-(6-tert-Butyl-4-ethoxy-pyridin-3-yl)-4,5-bis-(4-chloro-phenyl)-4,5-dimethyl-4,5-dihydro-imidazole-1-carbonyl]-piperazin-1-yl}-N-pyridin-2-ylmethyl-acetamide). Reaction SMILES: [C:1]([C:5]1[N:10]=[CH:9][C:8]([C:11]2[N:12]([C:32]([N:34]3[CH2:39][CH2:38][N:37]([CH2:40][C:41](O)=[O:42])[CH2:36][CH2:35]3)=[O:33])[C@@:13]([C:25]3[CH:30]=[CH:29][C:28]([Cl:31])=[CH:27][CH:26]=3)([CH3:24])[C@@:14]([C:17]3[CH:22]=[CH:21][C:20]([Cl:23])=[CH:19][CH:18]=3)([CH3:16])[N:15]=2)=[C:7]([O:44][CH2:45][CH3:46])[CH:6]=1)([CH3:4])([CH3:3])[CH3:2].[NH2:47][CH2:48][C:49]1[CH:54]=[CH:53][CH:52]=[CH:51][N:50]=1>>[C:1]([C:5]1[N:10]=[CH:9][C:8]([C:11]2[N:12]([C:32]([N:34]3[CH2:35][CH2:36][N:37]([CH2:40][C:41]([NH:47][CH2:48][C:49]4[CH:54]=[CH:53][CH:52]=[CH:51][N:50]=4)=[O:42])[CH2:38][CH2:39]3)=[O:33])[C@@:13]([C:25]3[CH:26]=[CH:27][C:28]([Cl:31])=[CH:29][CH:30]=3)([CH3:24])[C@@:14]([C:17]3[CH:22]=[CH:21][C:20]([Cl:23])=[CH:19][CH:18]=3)([CH3:16])[N:15]=2)=[C:7]([O:44][CH2:45][CH3:46])[CH:6]=1)([CH3:3])([CH3:4])[CH3:2]. Reported procedure: In a manner analogous to the method described in example 99, {4-[(4S,5R)-2-(6-tert-Butyl-4-ethoxy-pyridin-3-yl)-4,5-bis-(4-chloro-phenyl)-4,5-dimethyl-4,5-dihydro-imidazole-1-carbonyl]-piperazin-1-yl}-acetic acid was coupled with 2-(Aminomethyl)pyridine (Aldrich) to give the title compound. HR-MS (ES, m/z) calculated for C41H48Cl2N7O3 [(M+H)+] 756.319, observed 756.3194.